From a dataset of the Open Reaction Database (ORD), a public repository of structured organic reaction records. describe an organic reaction: reactants, conditions, products, and yield Reactants: OC(C1CC2(OCCO2)CCN1C(=O)OC(C)(C)C)C1=CC=CC=C1 ((±)-1,1-dimethylethyl 7-(hydroxyphenylmethyl)-1,4-dioxa-8-azaspiro[4.5]decane-8-carboxylate), CC(C)([O-])C.[K+] (potassium tert-butoxide). Run in C1(=CC=CC=C1)C (toluene). The product is C1(=CC=CC=C1)C1OC(N2C1CC1(CC2)OCCO1)=O ((±)-tetrahydro-1'-phenylspiro(1,3-dioxolan-2,7'(8'H)-3H-oxazolo[3,4-a]pyridin)-3'-one). Yield: 88.1%. Reaction SMILES: O[CH:2]([C:20]1[CH:25]=[CH:24][CH:23]=[CH:22][CH:21]=1)[CH:3]1[N:12]([C:13]([O:15]C(C)(C)C)=[O:14])[CH2:11][CH2:10][C:5]2([O:9][CH2:8][CH2:7][O:6]2)[CH2:4]1.CC(C)([O-])C.[K+]>C1(C)C=CC=CC=1>[C:20]1([CH:2]2[CH:3]3[CH2:4][C:5]4([O:9][CH2:8][CH2:7][O:6]4)[CH2:10][CH2:11][N:12]3[C:13](=[O:15])[O:14]2)[CH:21]=[CH:22][CH:23]=[CH:24][CH:25]=1 |f:1.2|. Procedure: A mixture of (±)-1,1-dimethylethyl 7-(hydroxyphenylmethyl)-1,4-dioxa-8-azaspiro[4.5]decane-8-carboxylate (183.6 g) and potassium tert-butoxide (6 g) in toluene (900 ml) was stirred and refluxed for 2 hours. The solvent was evaporated and the residue was stirred in petrol ether and water. The mixture was decanted and the residue was stirred up in DIPE. The precipitate was filtered off and dried, yielding 127.4 g (92%) of (±)-tetrahydro-1'-phenylspiro(1,3-dioxolan-2,7'(8'H)-3H-oxazolo[3,4-a]pyridi... Reactants: C=CCC(C(=O)OCc1ccccc1)(C(=O)OC(C)(C)C)C(CC(C)C)C(=O)OCc1ccccc1, CCOCC, [O-][I+3]([O-])([O-])[O-], [Na+], O. Yields the product CC(C)CC(C(=O)OCc1ccccc1)C(CC=O)(C(=O)OCc1ccccc1)C(=O)OC(C)(C)C. Reaction SMILES: [CH3:1][CH:2]([CH2:3][CH:4]([C:5]([C:6](=[O:7])[O:8][CH2:9][c:10]1[cH:11][cH:12][cH:13][cH:14][cH:15]1)([C:16](=[O:17])[O:18][C:19]([CH3:20])([CH3:21])[CH3:22])[CH2:23][CH:24]=[CH2:25])[C:26](=[O:27])[O:28][CH2:29][c:30]1[cH:31][cH:32][cH:33][cH:34][cH:35]1)[CH3:36].[CH3:43][CH2:44][O:45][CH2:46][CH3:47].[I+3:37]([O-:38])([O-:39])([O-:40])[O-:41].[Na+:42].[OH2:48]>>[CH3:1][CH:2]([CH2:3][CH:4]([C:5]([C:6](=[O:7])[O:8][CH2:9][c:10]1[cH:11][cH:12][cH:13][cH:14][cH:15]1)([C:16](=[O:17])[O:18][C:19]([CH3:20])([CH3:21])[CH3:22])[CH2:23][CH:24]=[O:48])[C:26](=[O:27])[O:28][CH2:29][c:30]1[cH:31][cH:32][cH:33][cH:34][cH:35]1)[CH3:36]. Reactants: C(C1=CC=CC=C1)=CC(C)=O (benzal acetone), C(C)C=1C=NC=CC1C (3-ethyl-4-methylpyridine). Product: C(C)C=1C=NC=CC1\C=C(\C=C\C1=CC=CC=C1)/C ((E,E)-1-(3-ethyl-4-pyridyl)-2-methyl-4-phenyl -1,3-butadiene). The yield is 7.3%. Reaction SMILES: [CH:1](=[CH:8][C:9](=O)[CH3:10])[C:2]1[CH:7]=[CH:6][CH:5]=[CH:4][CH:3]=1.[CH2:12]([C:14]1[CH:15]=[N:16][CH:17]=[CH:18][C:19]=1[CH3:20])[CH3:13]>>[CH2:12]([C:14]1[CH:15]=[N:16][CH:17]=[CH:18][C:19]=1/[CH:20]=[C:9](\[CH3:10])/[CH:8]=[CH:1]/[C:2]1[CH:7]=[CH:6][CH:5]=[CH:4][CH:3]=1)[CH3:13]. Procedure: The procedure of Example 41 was repeated with the exception that 3.5 g of benzal acetone in place of cinnamic aldehyde and 2.26 g o±3-ethyl-4-methylpyridine were used in Example 41, to obtain 0.35 g (yield: 7.3%) of (E,E)-1-(3-ethyl-4-pyridyl)-2-methyl-4-phenyl -1,3-butadiene (hereinafter referred to as compound 57) and 0.22 g (yield: 4.7%) of (Z,E)-1-(3-ethyl-4-pyridyl)-2-methyl-4-phenyl-1,3-butadiene (hereinafter referred to as compound 58). The analytical results are shown below.